Dataset: the Open Reaction Database (ORD), a public repository of structured organic reaction records. Task: describe an organic reaction: reactants, conditions, products, and yield Starting materials: CC(=O)O[BH-](OC(C)=O)OC(C)=O, C1COCCN1, CCN(c1cc(-c2ccc(C=O)cc2F)cc(C(=O)NCc2c(C)cc(C)[nH]c2=O)c1C)C1CCOCC1, CC(=O)O, CC(Cl)Cl, ClCCl, [Na+]. Yields the product CCN(c1cc(-c2ccc(CN3CCOCC3)cc2F)cc(C(=O)NCc2c(C)cc(C)[nH]c2=O)c1C)C1CCOCC1. Reaction SMILES: [C:49]([O:50][BH-:51]([O:52][C:53](=[O:54])[CH3:55])[O:56][C:57](=[O:58])[CH3:59])(=[O:60])[CH3:61].[CH2:39]1[CH2:40][O:41][CH2:42][CH2:43][NH:44]1.[CH3:1][c:2]1[c:3]([CH2:10][NH:11][C:12](=[O:13])[c:14]2[cH:15][c:16](-[c:30]3[c:31]([F:38])[cH:32][c:33]([CH:36]=[O:37])[cH:34][cH:35]3)[cH:17][c:18]([N:21]([CH:22]3[CH2:23][CH2:24][O:25][CH2:26][CH2:27]3)[CH2:28][CH3:29])[c:19]2[CH3:20])[c:4](=[O:9])[nH:5][c:6]([CH3:8])[cH:7]1.[CH3:45][C:46](=[O:47])[OH:48].[Cl:63][CH:64]([Cl:65])[CH3:66].[Cl:67][CH2:68][Cl:69].[Na+:62]>>[CH3:1][c:2]1[c:3]([CH2:10][NH:11][C:12](=[O:13])[c:14]2[cH:15][c:16](-[c:30]3[c:31]([F:38])[cH:32][c:33]([CH2:36][N:44]4[CH2:39][CH2:40][O:41][CH2:42][CH2:43]4)[cH:34][cH:35]3)[cH:17][c:18]([N:21]([CH:22]3[CH2:23][CH2:24][O:25][CH2:26][CH2:27]3)[CH2:28][CH3:29])[c:19]2[CH3:20])[c:4](=[O:9])[nH:5][c:6]([CH3:8])[cH:7]1. Run in C(C)O (ethanol), O (water). Starting materials: CN(CCN(C1=CC(=C(C=C1[N+](=O)[O-])NC1=NC=CC(=N1)C1=CN(C2=CC=CC=C12)C)OC)C)C (N′-(2-dimethylaminoethyl)-2-methoxy-N′-methyl-N-[4-(1-methylindol-3-yl)pyrimidin-2-yl]-5-nitrobenzene-1,4-diamine), CN(CCN(C1=CC(=C(C=C1[N+](=O)[O-])NC1=NC=CC(=N1)C1=CN(C2=CC=CC=C12)C)OC)C)C (N′-(2-dimethylaminoethyl)-2-methoxy-N′-methyl-N-[4-(1-methylindol-3-yl)pyrimidin-2-yl]-5-nitrobenzene-1,4-diamine), [NH4+].[Cl-] (NH4Cl). Product: CN(CCN(C=1C(=CC(=C(C1)OC)NC1=NC=CC(=N1)C1=CN(C2=CC=CC=C12)C)N)C)C (N1-(2-Dimethylaminoethyl)-5-methoxy-N1-methyl-N4-[4-(1-methylindol-3-yl)pyrimidin-2-yl]benzene-1,2,4-triamine). The yield is 85.4%. RXN SMILES: [CH3:1][N:2]([CH3:35])[CH2:3][CH2:4][N:5]([CH3:34])[C:6]1[C:11]([N+:12]([O-])=O)=[CH:10][C:9]([NH:15][C:16]2[N:21]=[C:20]([C:22]3[C:30]4[C:25](=[CH:26][CH:27]=[CH:28][CH:29]=4)[N:24]([CH3:31])[CH:23]=3)[CH:19]=[CH:18][N:17]=2)=[C:8]([O:32][CH3:33])[CH:7]=1.[NH4+].[Cl-]>C(O)C.O.[Fe]>[CH3:35][N:2]([CH3:1])[CH2:3][CH2:4][N:5]([CH3:34])[C:6]1[C:11]([NH2:12])=[CH:10][C:9]([NH:15][C:16]2[N:21]=[C:20]([C:22]3[C:30]4[C:25](=[CH:26][CH:27]=[CH:28][CH:29]=4)[N:24]([CH3:31])[CH:23]=3)[CH:19]=[CH:18][N:17]=2)=[C:8]([O:32][CH3:33])[CH:7]=1 |f:1.2|. Procedure: A mixture of N′-(2-dimethylaminoethyl)-2-methoxy-N′-methyl-N-[4-(1-methylindol-3-yl)pyrimidin-2-yl]-5-nitrobenzene-1,4-diamine (Intermediate 101, 220 mg, 0.46 mmol), iron (155 mg, 2.78 mmol) and NH4Cl (17.32 mg, 0.32 mmol) in ethanol (12 mL) and water (4 mL) was heated at reflux for 2 h. The crude mixture was purified by ion exchange chromatography, using an SCX column. The desired product was eluted from the column using 7M methanolic ammonia and appropriate fractions were combined and concentr... Reagents/catalysts: [Fe] (iron). Product: O=Cc1cn(CC2CN(c3ccc(I)c(F)c3)C(=O)O2)nn1. RXN SMILES: [CH2:23]1[O:24][CH2:25][CH2:26][O:27][CH2:28]1.[F:1][c:2]1[cH:3][c:4]([N:9]2[C:10](=[O:22])[O:11][CH:12]([CH2:14][n:15]3[n:16][n:17][c:18]([CH2:20][OH:21])[cH:19]3)[CH2:13]2)[cH:5][cH:6][c:7]1[I:8]>>[F:1][c:2]1[cH:3][c:4]([N:9]2[C:10](=[O:22])[O:11][CH:12]([CH2:14][n:15]3[n:16][n:17][c:18]([CH:20]=[O:21])[cH:19]3)[CH2:13]2)[cH:5][cH:6][c:7]1[I:8]. The reactants are C1COCCO1, O=C1OC(Cn2cc(CO)nn2)CN1c1ccc(I)c(F)c1. The reactants are O[C@@]12[C@]3(CCC(C=C3CC[C@H]1[C@@H]1CCC([C@@]1(C)CC2)=O)=O)C (9α-Hydroxyandrostenedione), P(O)(O)(O)=O (phosphoric acid). Run in O (Water). Reaction conditions: time 7.5 hour. Yields the product C[C@@]12C(CC[C@H]1[C@@H]1CCC3=CC(CC[C@]3(C)C1=CC2)=O)=O (androsta-4,9(11)-diene-3,17-dione). Reaction SMILES: O[C@:2]12[CH2:19][CH2:18][C@@:16]3([CH3:17])[C@@H:12]([CH2:13][CH2:14][C:15]3=[O:20])[C@@H:11]1[CH2:10][CH2:9][C:8]1[C@:3]2([CH3:22])[CH2:4][CH2:5][C:6](=[O:21])[CH:7]=1.P(=O)(O)(O)O>O>[CH3:17][C@:16]12[CH2:18][CH:19]=[C:2]3[C@@H:11]([CH2:10][CH2:9][C:8]4[C@:3]3([CH3:22])[CH2:4][CH2:5][C:6](=[O:21])[CH:7]=4)[C@@H:12]1[CH2:13][CH2:14][C:15]2=[O:20]. Reported procedure: 9α-Hydroxyandrostenedione (280 mg.; 302 mg. of 92.7% purity) is added to phosphoric acid (85%, 5 ml.) and stirred at 35°-48° for 7.5 hours. Water (10 ml.) is then added, the mixture stirred and filtered. The solids are air-dried at 25° for 10 hours to give androsta-4,9(11)-diene-3,17-dione, 254 mg. (90.7% weight yield, 96.2% chemical yield); m.p. 197°-201°. GC (Example 1) shows an androsta-4,9(11)-diene-3,17-dione/androsta-4,8-diene-3,17-dione ratio greater than 99 to 1.